From a dataset of the Open Reaction Database (ORD), a public repository of structured organic reaction records. describe an organic reaction: reactants, conditions, products, and yield Reported procedure: Synthesized according to General Procedure C: 51f (3.0 g, 10.7 mmol, 1.0 equiv.), anhydrous hydrazine (1.4 mL, 42.8 mmol, 4.0 equiv.), EtOH (20 mL, 0.5 M). 46f (2.59 g, 91.1%) was obtained as a white solid after extraction without further purification. 1H-NMR (500 MHz, CDCl3) δ 8.15 (br s, 1H), 7.22-7.19 (m, 2H), 6.95-6.91 (m, 2H), 3.84 (br s, 2H), 3.40 (s, 2H), 3.01 (s, 2H), 2.47 (br s, 4H), 2.39 (br s, 4H). 13C-NMR (125 MHz, CDCl3) δ 170.5, 162.0 (d, JC-F=243.6 Hz), 133.7 (d, JC-F=2.8 Hz), 130... Solvent: CCO (EtOH). The product is FC1=CC=C(CN2CCN(CC2)CC(=O)NN)C=C1 (2-(4-(4-fluorobenzyl)piperazin-1-yl)acetohydrazide). Reaction SMILES: [F:1][C:2]1[CH:20]=[CH:19][C:5]([CH2:6][N:7]2[CH2:12][CH2:11][N:10]([CH2:13][C:14](OCC)=[O:15])[CH2:9][CH2:8]2)=[CH:4][CH:3]=1.[NH2:21][NH2:22]>CCO>[F:1][C:2]1[CH:20]=[CH:19][C:5]([CH2:6][N:7]2[CH2:12][CH2:11][N:10]([CH2:13][C:14]([NH:21][NH2:22])=[O:15])[CH2:9][CH2:8]2)=[CH:4][CH:3]=1. Isolated yield 90.9%. Starting materials: FC1=CC=C(CN2CCN(CC2)CC(=O)OCC)C=C1 (Ethyl 2-(4-(4-fluorobenzyl)piperazin-1-yl)acetate), NN (hydrazine). Reactants: COc1ccc(C2=NOC3CN(C(=O)OC(C)(C)C)CC23)cn1, ON=C(Cl)c1ccc(C(F)(F)F)nc1. Yields the product CC(C)(C)OC(=O)N1CC2ON=C(c3ccc(C(F)(F)F)nc3)C2C1. Reaction SMILES: [C:1]([CH3:2])([CH3:3])([CH3:4])[O:5][C:6](=[O:7])[N:8]1[CH2:9][CH:10]2[C:11]([c:16]3[cH:17][n:18][c:19]([O:22][CH3:23])[cH:20][cH:21]3)=[N:12][O:13][CH:14]2[CH2:15]1.[OH:24][N:25]=[C:26]([Cl:27])[c:28]1[cH:29][n:30][c:31]([C:33]([F:34])([F:35])[F:36])[cH:32][cH:37]1>>[C:1]([CH3:2])([CH3:3])([CH3:4])[O:5][C:6](=[O:7])[N:8]1[CH2:9][CH:10]2[C:11]([c:16]3[cH:17][n:18][c:19]([C:33]([F:34])([F:35])[F:36])[cH:20][cH:21]3)=[N:12][O:13][CH:14]2[CH2:15]1. Starting materials: ClC1=CC=C(C=N1)CN(CC)C(=C[N+](=O)[O-])NC (1-[N-(6-chloro-3-pyridylmethyl)-N-ethylamino]-1-methylamino-2-nitroethylene), ClC1=CC=C(C=C1)S (p-chlorothiophenol), aqueous solution, C=O (formaldehyde). Solvent: C(C)O (ethanol). Conditions: temperature 20 celsius, time 2 hour. Yields the product ClC1=CC=C(C=C1)SCC(=C(NC)N(CC)CC=1C=NC(=CC1)Cl)[N+](=O)[O-] (3-(4-chlorophenylthio)-1-[N-(6-chloro-3-pyridylmethyl)-N-ethylamino]-1-methylamino-2-nitro-1-propene). Isolated yield 77.1%. As a reaction SMILES: [Cl:1][C:2]1[N:7]=[CH:6][C:5]([CH2:8][N:9]([C:12]([NH:17][CH3:18])=[CH:13][N+:14]([O-:16])=[O:15])[CH2:10][CH3:11])=[CH:4][CH:3]=1.[Cl:19][C:20]1[CH:25]=[CH:24][C:23]([SH:26])=[CH:22][CH:21]=1.[CH2:27]=O>C(O)C>[Cl:19][C:20]1[CH:25]=[CH:24][C:23]([S:26][CH2:27][C:13]([N+:14]([O-:16])=[O:15])=[C:12]([N:9]([CH2:8][C:5]2[CH:6]=[N:7][C:2]([Cl:1])=[CH:3][CH:4]=2)[CH2:10][CH3:11])[NH:17][CH3:18])=[CH:22][CH:21]=1. Procedure: A mixture of 1-[N-(6-chloro-3-pyridylmethyl)-N-ethylamino]-1-methylamino-2-nitroethylene (2.71 g), p-chlorothiophenol (1.45 g), 37% aqueous solution of formaldehyde (0.97 g) and ethanol (30 ml) was stirred at 20° C. for 2 hours and under refluxing for 5 hours. The reaction mixture was concentrated and the residue was purified by column chromatography (eluting solvent:dichloromethane-methanol (6:1) to give 3-(4-chlorophenylthio)-1-[N-(6-chloro-3-pyridylmethyl)-N-ethylamino]-1-methylamino-2-nitro-... Starting materials: C(#N)C=1C=C(C=CC1)B1OCCO1 (2-(3-cyanophenyl)-[1,3,2]-dioxaborolane), BrC1=C(C=CC=C1)COCOC (1-bromo-2-((methoxymethoxy)methyl)benzene). Yields the product B1(OCC2=C1C=CC=C2)C=2C=C(C#N)C=CC2 (3-(Benzo[c][1,2]oxaborol-1(3H)-yl)benzonitrile). Reaction SMILES: [C:1]([C:3]1[CH:4]=[C:5]([B:9]2[O:13][CH2:12][CH2:11]O2)[CH:6]=[CH:7][CH:8]=1)#[N:2].Br[C:15]1[CH:20]=[CH:19]C=[CH:17][C:16]=1COCOC>>[B:9]1([C:5]2[CH:4]=[C:3]([CH:8]=[CH:7][CH:6]=2)[C:1]#[N:2])[C:17]2[CH:16]=[CH:15][CH:20]=[CH:19][C:11]=2[CH2:12][O:13]1. Reported procedure: This was prepared as per the procedure in Example 11, from 2-(3-cyanophenyl)-[1,3,2]-dioxaborolane and 1-bromo-2-((methoxymethoxy)methyl)benzene to afford white crystalline product. Starting materials: N#CN (cyanamide), C(C1=CC=CC=C1)(=S)OCC (ethyl thiobenzoate), 12.5, [Na] (sodium), ClCC#N (chloroacetonitrile). Solvent: C(C)O (ethanol). Reaction conditions: temperature 78 celsius, time 12 hour. The product is C1(=CC=CC=C1)C=1SC(=C(N1)N)C#N (2-phenyl-4-amino-5-cyano-thiazole). Isolated yield 78.0%. RXN SMILES: [N:1]#[C:2][NH2:3].[C:4](OCC)(=[S:11])[C:5]1[CH:10]=[CH:9][CH:8]=[CH:7][CH:6]=1.[Na].Cl[CH2:17][C:18]#[N:19]>C(O)C>[C:5]1([C:4]2[S:11][C:17]([C:18]#[N:19])=[C:2]([NH2:3])[N:1]=2)[CH:6]=[CH:7][CH:8]=[CH:9][CH:10]=1 |^1:14|. Procedure details: 21 parts of cyanamide and 83 parts of ethyl thiobenzoate are successively introduced into a solution of 12.5 parts of sodium in 260 parts of ethanol, and the mixture is refluxed for one hour at 78° C. It is then left to stand for 12 hours, 40 parts of chloroacetonitrile are added, and the reaction mixture is refluxed for one hour at 78° C. The product is precipitated by means of 300 parts of water, and filtered off. 78 parts of 2-phenyl-4-amino-5-cyano-thiazole (78% of theory) of melting point 1... Yields the product Br.C1(CC1)CN1C(SC2=C1C=CC(=C2)OC(F)(F)F)=N (3-Cyclopropylmethyl-2-imino-6-trifluoromethoxybenzothiazoline hydrobromide). RXN SMILES: [NH2:1][C:2]1[S:3][C:4]2[CH:10]=[C:9]([O:11][C:12]([F:15])([F:14])[F:13])[CH:8]=[CH:7][C:5]=2[N:6]=1.[Br:16][CH2:17][CH:18]1[CH2:20][CH2:19]1>CC(O)C>[BrH:16].[CH:18]1([CH2:17][N:6]2[C:5]3[CH:7]=[CH:8][C:9]([O:11][C:12]([F:15])([F:13])[F:14])=[CH:10][C:4]=3[S:3][C:2]2=[NH:1])[CH2:20][CH2:19]1 |f:3.4|. Conditions: temperature 20 celsius. Yield: 8.1%. Run in CC(C)O (2-propanol). Reported procedure: The procedure is as in Example 15, starting with 2-amino-6-trifluoromethoxybenzothiazole (9.4 g) and bromomethylcyclopropane (12.7 g) in 2-propanol (30 cc). The mixture is heated for 42 hours to boiling. After cooling of the reaction medium to a temperature in the region of 20° C., the precipitate is filtered off and recrystallized in a boiling mixture (30 cc) of ethyl acetate and methanol (80:20 by volume). 3-Cyclopropylmethyl-2-imino-6-trifluoromethoxybenzothiazoline hydrobromide (1.2 g), m.p.... Starting materials: NC=1SC2=C(N1)C=CC(=C2)OC(F)(F)F (2-amino-6-trifluoromethoxybenzothiazole), BrCC1CC1 (bromomethylcyclopropane). The reactants are COc1ccc(S(=O)(=O)N(Cc2ccccc2)C2(C(=O)NOC(C)(C)C)CCN(Cc3ccccc3)CC2)cc1, CCO, CC(Cl)Cl. The product is COc1ccc(S(=O)(=O)N(Cc2ccccc2)C2(C(=O)NO)CCN(Cc3ccccc3)CC2)cc1. RXN SMILES: [C:1]([CH3:2])([CH3:3])([CH3:4])[O:5][NH:6][C:7](=[O:8])[C:9]1([N:22]([CH2:23][c:24]2[cH:25][cH:26][cH:27][cH:28][cH:29]2)[S:30](=[O:31])(=[O:32])[c:33]2[cH:34][cH:35][c:36]([O:39][CH3:40])[cH:37][cH:38]2)[CH2:10][CH2:11][N:12]([CH2:15][c:16]2[cH:17][cH:18][cH:19][cH:20][cH:21]2)[CH2:13][CH2:14]1.[CH3:41][CH2:42][OH:43].[Cl:44][CH:45]([Cl:46])[CH3:47]>>[OH:5][NH:6][C:7](=[O:8])[C:9]1([N:22]([CH2:23][c:24]2[cH:25][cH:26][cH:27][cH:28][cH:29]2)[S:30](=[O:31])(=[O:32])[c:33]2[cH:34][cH:35][c:36]([O:39][CH3:40])[cH:37][cH:38]2)[CH2:10][CH2:11][N:12]([CH2:15][c:16]2[cH:17][cH:18][cH:19][cH:20][cH:21]2)[CH2:13][CH2:14]1.